From a dataset of the Open Reaction Database (ORD), a public repository of structured organic reaction records. describe an organic reaction: reactants, conditions, products, and yield Starting materials: Cl (hydrochloric acid), O[C@H](C)[C@@H]1[C@H]2CC(=C(N2C1=O)C(=O)O)C1CNCC1 ((5R,6S)-6-[(1R)-1-hydroxyethyl]-7-oxo-3-(pyrrolidin-3-yl)-1-azabicyclo[3.2.0]hept-2-ene-2-carboxylic acid), Cl.C(OCC1=CC=CC=C1)=N (benzyl formimidate hydrochloride), [OH-].[Na+] (sodium hydroxide). Reaction conditions: time 30 minute. The product is C(=N)N1CC(CC1)C1=C(N2C([C@@H]([C@H]2C1)[C@@H](C)O)=O)C(=O)O ((5R,6S)-3-(1-formimidoylpyrrolidin-3-yl)-6-[(1R)-1-hydroxyethyl]-7-oxo-1-azabicyclo[3.2.0]hept-2-ene-2-carboxylic acid). The yield is 43.6%. As a reaction SMILES: [OH:1][C@@H:2]([C@H:4]1[C:10](=[O:11])[N:9]2[C@@H:5]1[CH2:6][C:7]([CH:15]1[CH2:19][CH2:18][NH:17][CH2:16]1)=[C:8]2[C:12]([OH:14])=[O:13])[CH3:3].Cl.[CH:21](=[NH:30])OCC1C=CC=CC=1.[OH-].[Na+].Cl>>[CH:21]([N:17]1[CH2:18][CH2:19][CH:15]([C:7]2[CH2:6][C@H:5]3[N:9]([C:10](=[O:11])[C@@H:4]3[C@H:2]([OH:1])[CH3:3])[C:8]=2[C:12]([OH:14])=[O:13])[CH2:16]1)=[NH:30] |f:1.2,3.4|. Procedure: To a solution of (5R,6S)-6-[(1R)-1-hydroxyethyl]-7-oxo-3-(pyrrolidin-3-yl)-1-azabicyclo[3.2.0]hept-2-ene-2-carboxylic acid (250 mg) was added benzyl formimidate hydrochloride (0.48 g) at 0° C. while adjusting pH to 8.5 with 30% aqueous sodium hydroxide solution. After 30 minutes at the same temperature, the solution was adjusted to pH 6.5 with 1N hydrochloric acid, washed with ethyl acetate and concentrated in vacuo. The residue was chromatographed on nonionic adsorption resin "Diaion HP-20" (Tr... The reactants are CC(C)(C)c1cccc(NC(=O)c2ccc(C3CCNCC3)cc2)c1, COC(=O)C1CCC(C(=O)N2CCN(c3ccc(C(=O)Nc4cccc(C(C)(C)C)c4)cn3)CC2)CC1, O=C(O)CC1SC(=O)NC1=O. Product: CC(C)(C)c1cccc(NC(=O)c2ccc(C3CCN(C(=O)CC4SC(=O)NC4=O)CC3)cc2)c1. RXN SMILES: [C:1]([CH3:2])([CH3:3])([CH3:4])[c:5]1[cH:6][c:7]([NH:11][C:12]([c:13]2[cH:14][cH:15][c:16]([CH:19]3[CH2:20][CH2:21][NH:22][CH2:23][CH2:24]3)[cH:17][cH:18]2)=[O:25])[cH:8][cH:9][cH:10]1.[CH3:37][O:38][C:39]([CH:40]1[CH2:41][CH2:42][CH:43]([C:44]([N:45]2[CH2:46][CH2:47][N:48]([c:49]3[cH:50][cH:51][c:52]([C:53](=[O:54])[NH:55][c:56]4[cH:57][cH:58][cH:59][c:60]([C:61]([CH3:62])([CH3:63])[CH3:64])[cH:65]4)[cH:66][n:67]3)[CH2:68][CH2:69]2)=[O:70])[CH2:71][CH2:72]1)=[O:73].[O:26]=[C:27]1[S:28][CH:29]([CH2:33][C:34](=[O:35])[OH:36])[C:30](=[O:32])[NH:31]1>>[C:1]([CH3:2])([CH3:3])([CH3:4])[c:5]1[cH:6][c:7]([NH:11][C:12]([c:13]2[cH:14][cH:15][c:16]([CH:19]3[CH2:20][CH2:21][N:22]([C:34]([CH2:33][CH:29]4[S:28][C:27](=[O:26])[NH:31][C:30]4=[O:32])=[O:35])[CH2:23][CH2:24]3)[cH:17][cH:18]2)=[O:25])[cH:8][cH:9][cH:10]1. Starting materials: CCOC(=O)c1oc(Cl)nc1C(F)(F)F, [Na], CN(C)C=O, Oc1ccccc1. Yields the product CCOC(=O)c1oc(Oc2ccccc2)nc1C(F)(F)F. As a reaction SMILES: [Cl:1][c:2]1[o:3][c:4]([C:11](=[O:12])[O:13][CH2:14][CH3:15])[c:5]([C:7]([F:8])([F:9])[F:10])[n:6]1.[Na:23].[O:24]=[CH:25][N:26]([CH3:27])[CH3:28].[c:16]1([OH:22])[cH:17][cH:18][cH:19][cH:20][cH:21]1>>[c:2]1([O:22][c:16]2[cH:17][cH:18][cH:19][cH:20][cH:21]2)[o:3][c:4]([C:11](=[O:12])[O:13][CH2:14][CH3:15])[c:5]([C:7]([F:8])([F:9])[F:10])[n:6]1. Starting materials: C(C)(C)(C)OC(=O)N1[C@@H](CC(C1)=NOC)C(=O)O ((2S,4EZ)-1-(tert-butoxycarbonyl)-4-(methoxyimino)-2-pyrrolidinecarboxylic acid), ClC1=C(C=CC=C1)C1=CC=C(C=C1)C(=O)O (2′-chloro[1,1′-biphenyl]-4-carboxylic acid), NC[C@@H](O)C1=CC=CC=C1 ((1S)-2-amino-1-phenylethanol). Product: O[C@H](CNC(=O)[C@H]1N(CC(C1)=NOC)C(=O)C1=CC=C(C=C1)C1=C(C=CC=C1)Cl)C1=CC=CC=C1 ((2S,4EZ)-N-[(2S)-2-hydroxy-2-phenylethyl]-4-(methoxyimino)-1-{[2′-chloro[1,1′-biphenyl]-4-yl]carbonyl}-2-pyrrolidinecarboxamide). RXN SMILES: C(O[C:6]([N:8]1[CH2:12][C:11](=[N:13][O:14][CH3:15])[CH2:10][C@H:9]1[C:16]([OH:18])=O)=[O:7])(C)(C)C.[Cl:19][C:20]1[CH:25]=[CH:24][CH:23]=[CH:22][C:21]=1[C:26]1[CH:31]=[CH:30][C:29](C(O)=O)=[CH:28][CH:27]=1.[NH2:35][CH2:36][C@H:37]([C:39]1[CH:44]=[CH:43][CH:42]=[CH:41][CH:40]=1)[OH:38]>>[OH:38][C@@H:37]([C:39]1[CH:44]=[CH:43][CH:42]=[CH:41][CH:40]=1)[CH2:36][NH:35][C:16]([C@@H:9]1[CH2:10][C:11](=[N:13][O:14][CH3:15])[CH2:12][N:8]1[C:6]([C:29]1[CH:28]=[CH:27][C:26]([C:21]2[CH:22]=[CH:23][CH:24]=[CH:25][C:20]=2[Cl:19])=[CH:31][CH:30]=1)=[O:7])=[O:18]. Procedure details: Following the general method as outlined in Example 22, starting from (2S,4EZ)-1-(tert-butoxycarbonyl)-4-(methoxyimino)-2-pyrrolidinecarboxylic acid, 2′-chloro[1,1′-biphenyl]-4-carboxylic acid, and (1S)-2-amino-1-phenylethanol, the title compound was obtained in 89% purity by HPLC. MS(ESI+): m/z=492. The reactants are [BH4-], O=C(Cl)c1ccc(I)cc1, [Na+], C1COCCO1, O. Yields the product OCc1ccc(I)cc1. As a reaction SMILES: [BH4-:1].[I:3][c:4]1[cH:5][cH:6][c:7]([C:8](=[O:9])[Cl:10])[cH:11][cH:12]1.[Na+:2].[O:14]1[CH2:15][CH2:16][O:17][CH2:18][CH2:19]1.[OH2:13]>>[I:3][c:4]1[cH:5][cH:6][c:7]([CH2:8][OH:9])[cH:11][cH:12]1. The product is CCNc1nccc(-c2cc(C(=O)O)c(=O)[nH]n2)n1. Reaction SMILES: [CH2:1]([CH3:2])[NH:3][c:4]1[n:5][cH:6][cH:7][c:8](-[c:10]2[cH:11][c:12]([C:17](=[O:18])[O:19][CH2:20][CH3:21])[c:13](=[O:16])[nH:14][n:15]2)[n:9]1.[CH2:22]1[O:23][CH2:24][CH2:25][CH2:26]1.[CH3:30][OH:31].[Li+:28].[OH-:29].[OH2:27]>>[CH2:1]([CH3:2])[NH:3][c:4]1[n:5][cH:6][cH:7][c:8](-[c:10]2[cH:11][c:12]([C:17](=[O:18])[OH:19])[c:13](=[O:16])[nH:14][n:15]2)[n:9]1. Starting materials: CCNc1nccc(-c2cc(C(=O)OCC)c(=O)[nH]n2)n1, C1CCOC1, CO, [Li+], [OH-], O.